From a dataset of the Open Reaction Database (ORD), a public repository of structured organic reaction records. describe an organic reaction: reactants, conditions, products, and yield Starting materials: COC=1C=C2C(=CC=NC2=CC1OC)OC1=C(C(=C(C=C1)N)C)C (4-(6,7-Dimethoxy-quinolin-4-yloxy)-2,3-dimethyl-phenylamine), C(C)N1C(N(C(C(=C1)C(=O)O)=O)C1=CC=C(C=C1)F)=O (1-ethyl-3-(4-fluorophenyl)-2,4-dioxo-1,2,3,4-tetrahydropyrimidine-5-carboxylic acid). Product: COC=1C=C2C(=CC=NC2=CC1OC)OC1=C(C(=C(C=C1)NC(=O)C=1C(N(C(N(C1)CC)=O)C1=CC=C(C=C1)F)=O)C)C (1-Ethyl-3-(4-fluoro-phenyl)-2,4-dioxo-1,2,3,4-tetrahydro-pyrimidine-5-carboxylic acid [4-(6,7-dimethoxy-quinolin-4-yloxy)-2,3-dimethyl-phenyl]-amide). As a reaction SMILES: [CH3:1][O:2][C:3]1[CH:4]=[C:5]2[C:10](=[CH:11][C:12]=1[O:13][CH3:14])[N:9]=[CH:8][CH:7]=[C:6]2[O:15][C:16]1[CH:21]=[CH:20][C:19]([NH2:22])=[C:18]([CH3:23])[C:17]=1[CH3:24].[CH2:25]([N:27]1[CH:32]=[C:31]([C:33](O)=[O:34])[C:30](=[O:36])[N:29]([C:37]2[CH:42]=[CH:41][C:40]([F:43])=[CH:39][CH:38]=2)[C:28]1=[O:44])[CH3:26]>>[CH3:1][O:2][C:3]1[CH:4]=[C:5]2[C:10](=[CH:11][C:12]=1[O:13][CH3:14])[N:9]=[CH:8][CH:7]=[C:6]2[O:15][C:16]1[CH:21]=[CH:20][C:19]([NH:22][C:33]([C:31]2[C:30](=[O:36])[N:29]([C:37]3[CH:42]=[CH:41][C:40]([F:43])=[CH:39][CH:38]=3)[C:28](=[O:44])[N:27]([CH2:25][CH3:26])[CH:32]=2)=[O:34])=[C:18]([CH3:23])[C:17]=1[CH3:24]. Reported procedure: This compound was synthesized using 4-(6,7-Dimethoxy-quinolin-4-yloxy)-2,3-dimethyl-phenylamine and 1-ethyl-3-(4-fluorophenyl)-2,4-dioxo-1,2,3,4-tetrahydropyrimidine-5-carboxylic acid using the procedure for example 1. mp=283-285° C.; LCMS m/z=585 (M+1); 1H NMR (DMSO-d6) δ: 10.81 (s, 1H), 8.88 (s, 1H), 8.43 (d, 1H, J=5.5 Hz), 8.07 (d, 1H, J=8.5 Hz), 7.56 (s, 1H), 7.46-7.42 (m, 2H), 7.40 (s, 1H), 7.39-7.33 (m, 2H), 7.10 (d, 1H, J=9 Hz), 6.26 (d, 1H, J=6 Hz), 4.02 (q, 2H, J=7 Hz), 3.95 (s, 6H), 2.... Reaction conditions: temperature 150 celsius. Procedure details: A mixture of 5-bromo-3-{[phenyl(pyrrolidin-1-yl)acetyl]amino}thiophene-2-carboxamide (320 mg), 2M aqueous sodium hydroxide solution (3 mL) and 1,2-dimethoxyethane (1 mL) was stirred with heating in a microwave reactor at 150° C. for 30 min. The mixture was extracted with ethyl acetate and dried over anhydrous sodium sulfate. Insoluble material was removed by filtration, and the filtrate was concentrated under reduced pressure. The residue was purified by basic silica gel column chromatography (e... The solvent is COCCOC (1,2-dimethoxyethane). Reactants: BrC1=CC(=C(S1)C(=O)N)NC(C(N1CCCC1)C1=CC=CC=C1)=O (5-bromo-3-{[phenyl(pyrrolidin-1-yl)acetyl]amino}thiophene-2-carboxamide), [OH-].[Na+] (sodium hydroxide). Yield: 95.5%. RXN SMILES: [Br:1][C:2]1[S:6][C:5]([C:7]([NH2:9])=[O:8])=[C:4]([NH:10][C:11](=O)[CH:12]([C:18]2[CH:23]=[CH:22][CH:21]=[CH:20][CH:19]=2)[N:13]2[CH2:17][CH2:16][CH2:15][CH2:14]2)[CH:3]=1.[OH-].[Na+]>COCCOC>[Br:1][C:2]1[S:6][C:5]2[C:7](=[O:8])[NH:9][C:11]([CH:12]([C:18]3[CH:23]=[CH:22][CH:21]=[CH:20][CH:19]=3)[N:13]3[CH2:17][CH2:16][CH2:15][CH2:14]3)=[N:10][C:4]=2[CH:3]=1 |f:1.2|. Yields the product BrC1=CC=2N=C(NC(C2S1)=O)C(N1CCCC1)C1=CC=CC=C1 (6-bromo-2-[phenyl(pyrrolidin-1-yl)methyl]thieno[3,2-d]pyrimidin-4(3H)-one). Reactants: C(C)C1=CC=C(NCC(C)C)C=C1 (4-ethyl-N-isobutylaniline), ClS(=O)(=O)C=1C=CC(=C(C(=O)OC)C1)O (methyl 5-(chlorosulfonyl)-2-hydroxybenzoate). Run in N1=CC=CC=C1 (pyridine). Reaction conditions: temperature 20 celsius, time 1 hour. Product: C(C)C1=CC=C(C=C1)N(S(=O)(=O)C=1C=CC(=C(C(=O)OC)C1)O)CC(C)C (methyl 5-(N-(4-ethylphenyl)-N-isobutylsulfamoyl)-2-hydroxybenzoate). As a reaction SMILES: [CH2:1]([C:3]1[CH:13]=[CH:12][C:6]([NH:7][CH2:8][CH:9]([CH3:11])[CH3:10])=[CH:5][CH:4]=1)[CH3:2].Cl[S:15]([C:18]1[CH:19]=[CH:20][C:21]([OH:28])=[C:22]([CH:27]=1)[C:23]([O:25][CH3:26])=[O:24])(=[O:17])=[O:16]>N1C=CC=CC=1>[CH2:1]([C:3]1[CH:13]=[CH:12][C:6]([N:7]([CH2:8][CH:9]([CH3:10])[CH3:11])[S:15]([C:18]2[CH:19]=[CH:20][C:21]([OH:28])=[C:22]([CH:27]=2)[C:23]([O:25][CH3:26])=[O:24])(=[O:17])=[O:16])=[CH:5][CH:4]=1)[CH3:2]. Procedure: To a solution of 4-ethyl-N-isobutylaniline (598 mg, 3.37 mmol) in pyridine (10 mL) stirred in air at 20° C., was added methyl 5-(chlorosulfonyl)-2-hydroxybenzoate (845 mg, 3.37 mmol) portionwise, over 1 hour. The reaction mixture was then stirred at 20° C. for 30 minutes. The solvent was evaporated in vacuo to give the crude product as a yellow sticky solid. This was triturated with methanol then filtered and dried to give the title product as a white solid, 907 mg. LCMS [LCMS1] Rt 1.38 min, m/z... Reactants: C1COCCO1, CO, ClC(Cl)Cl, O=[Pt], Cc1nc2ccc(C(=O)NS(=O)(=O)c3ccccc3)nc2n1Cc1ccc(C=Cc2ccccc2)cc1Cl. Yields the product Cc1nc2ccc(C(=O)NS(=O)(=O)c3ccccc3)nc2n1Cc1ccc(CCc2ccccc2)cc1Cl. RXN SMILES: [CH2:43]1[O:44][CH2:45][CH2:46][O:47][CH2:48]1.[CH3:51][OH:52].[CH:39]([Cl:40])([Cl:41])[Cl:42].[Pt:49]=[O:50].[c:1]1([S:7](=[O:8])(=[O:9])[NH:10][C:11](=[O:12])[c:13]2[cH:14][cH:15][c:16]3[c:17]([n:18]2)[n:19]([CH2:23][c:24]2[c:25]([Cl:38])[cH:26][c:27]([CH:30]=[CH:31][c:32]4[cH:33][cH:34][cH:35][cH:36][cH:37]4)[cH:28][cH:29]2)[c:20]([CH3:22])[n:21]3)[cH:2][cH:3][cH:4][cH:5][cH:6]1>>[c:1]1([S:7](=[O:8])(=[O:9])[NH:10][C:11](=[O:12])[c:13]2[cH:14][cH:15][c:16]3[c:17]([n:18]2)[n:19]([CH2:23][c:24]2[c:25]([Cl:38])[cH:26][c:27]([CH2:30][CH2:31][c:32]4[cH:33][cH:34][cH:35][cH:36][cH:37]4)[cH:28][cH:29]2)[c:20]([CH3:22])[n:21]3)[cH:2][cH:3][cH:4][cH:5][cH:6]1. Reactants: ClC1=C(OC2=C(C=CC=C2)NS(=O)(=O)C2=CC=C(C(=O)NCC(=O)O)C=C2)C=CC(=C1)Cl ({4-[2-(2,4-dichloro-phenoxy)-phenylsulfamoyl]-benzoylamino}-acetic acid), C(C)(C)(C)OC(NC1CCNCC1)=O (piperidin-4-yl-carbamic acid tert-butyl ester). RXN SMILES: [Cl:1][C:2]1[CH:31]=[C:30]([Cl:32])[CH:29]=[CH:28][C:3]=1[O:4][C:5]1[CH:10]=[CH:9][CH:8]=[CH:7][C:6]=1[NH:11][S:12]([C:15]1[CH:27]=[CH:26][C:18]([C:19]([NH:21][CH2:22][C:23](O)=[O:24])=[O:20])=[CH:17][CH:16]=1)(=[O:14])=[O:13].C(OC(=O)[NH:39][CH:40]1[CH2:45][CH2:44][NH:43][CH2:42][CH2:41]1)(C)(C)C>>[ClH:1].[NH2:39][CH:40]1[CH2:45][CH2:44][N:43]([C:23](=[O:24])[CH2:22][NH:21][C:19](=[O:20])[C:18]2[CH:26]=[CH:27][C:15]([S:12](=[O:13])(=[O:14])[NH:11][C:6]3[CH:7]=[CH:8][CH:9]=[CH:10][C:5]=3[O:4][C:3]3[CH:28]=[CH:29][C:30]([Cl:32])=[CH:31][C:2]=3[Cl:1])=[CH:16][CH:17]=2)[CH2:42][CH2:41]1 |f:2.3|. Product: Cl.NC1CCN(CC1)C(CNC(C1=CC=C(C=C1)S(NC1=C(C=CC=C1)OC1=C(C=C(C=C1)Cl)Cl)(=O)=O)=O)=O (N-[2-(4-Amino-piperidin-1-yl)-2-oxo-ethyl]-4-[2-(2,4-dichloro-phenoxy)-phenylsulfamoyl]-benzamide hydrochloride). Procedure details: The title compound was prepared from {4-[2-(2,4-dichloro-phenoxy)-phenylsulfamoyl]-benzoylamino}-acetic acid (Example 1.1/e) and piperidin-4-yl-carbamic acid tert-butyl ester (Aldrich) according to the method described in Example 11.1. MS (EI) 577.2 (MH±). As a reaction SMILES: C([O:4][CH2:5][CH:6]([CH2:17][S:18]C(=O)C)[C:7]([N:9]1[CH2:16][CH2:15][CH2:14][C@H:10]1[C:11]([OH:13])=[O:12])=[O:8])(=O)C>O.N>[OH:4][CH2:5][CH:6]([CH2:17][SH:18])[C:7]([N:9]1[CH2:16][CH2:15][CH2:14][C@H:10]1[C:11]([OH:13])=[O:12])=[O:8]. Procedure: 1-[2-acetoxymethyl-3-(acetylthio)propanoyl]-L-proline (1.5 g.) is dissolved in a mixture of water (12 ml.) and concentrated ammonia (12 ml.) under a blanket of argon. After one hour, the reaction mixture is concentrated to ca. dryness, diluted with water and the solution applied to a column of cation exchange resin (Dowex 50) in the hydrogen cycle. The water eluate is concentrated to small volume and freeze dried to yield 1-(2-hydroxymethyl-3-mercaptopropanoyl)-L-proline. Run in O (water), N (ammonia). The product is OCC(C(=O)N1[C@H](C(=O)O)CCC1)CS (1-(2-hydroxymethyl-3-mercaptopropanoyl)-L-proline). Reactants: C(C)(=O)OCC(C(=O)N1[C@H](C(=O)O)CCC1)CSC(C)=O (1-[2-acetoxymethyl-3-(acetylthio)propanoyl]-L-proline). Run at time 1 hour. Reactants: C1(=CC=CS1)C(=O)C(C(=S)O)C (2-(2-thenoyl) thiopropionic acid), NCC(=O)O (glycine), C1(CCCCC1)N=C=NC1CCCCC1 (N,N'-dicyclohexyl-carbodiimide). Run in CS(=O)C (dimethylsulfoxide). Yields the product C1(=CC=CS1)C(=O)C(C(=S)NCC(=O)O)C (N-[2-(2-thenoyl)thiopropionyl]-glycine). The yield is 55.2%. Reaction SMILES: [C:1]1([C:6]([CH:8]([CH3:12])[C:9](O)=[S:10])=[O:7])[S:5][CH:4]=[CH:3][CH:2]=1.[NH2:13][CH2:14][C:15]([OH:17])=[O:16].C1(N=C=NC2CCCCC2)CCCCC1>CS(C)=O>[C:1]1([C:6]([CH:8]([CH3:12])[C:9]([NH:13][CH2:14][C:15]([OH:17])=[O:16])=[S:10])=[O:7])[S:5][CH:4]=[CH:3][CH:2]=1. Procedure details: To a solution of 21.6 g (0.1 mole) of 2-(2-thenoyl) thiopropionic acid and 7.5 g (0.1 mole) of glycine in 100 ml of dimethylsulfoxide, 20.6 g of N,N'-dicyclohexyl-carbodiimide are added, under stirring, between 15° to 20° C. Stirring is continued for half an hour more, most of the solvent is evaporated under vacuum, 200 ml of water are added and the solution is taken to pH 9 with NaOH. Dicyclohexylurea is eliminated by filtration, then it is acidified with HCl. 14.2 g (yield 52%) of N-[2-(2-then... Starting materials: COCCOC, O=C(Nc1ccc(Cl)cc1C(=O)Nc1ccc(Cl)cn1)c1ccc(Cl)nc1, [K+], [K+], [K+], O=P([O-])([O-])[O-], OB(O)c1ccccc1. Yields the product O=C(Nc1ccc(Cl)cc1C(=O)Nc1ccc(Cl)cn1)c1ccc(-c2ccccc2)nc1. Reaction SMILES: [CH3:45][O:46][CH2:47][CH2:48][O:49][CH3:50].[Cl:1][c:2]1[cH:3][cH:4][c:5]([NH:18][C:19](=[O:20])[c:21]2[cH:22][n:23][c:24]([Cl:27])[cH:25][cH:26]2)[c:6]([C:7](=[O:8])[NH:9][c:10]2[n:11][cH:12][c:13]([Cl:16])[cH:14][cH:15]2)[cH:17]1.[K+:42].[K+:43].[K+:44].[P:37]([O-:38])([O-:39])([O-:40])=[O:41].[c:28]1([B:34]([OH:35])[OH:36])[cH:29][cH:30][cH:31][cH:32][cH:33]1>>[Cl:1][c:2]1[cH:3][cH:4][c:5]([NH:18][C:19](=[O:20])[c:21]2[cH:22][n:23][c:24](-[c:28]3[cH:29][cH:30][cH:31][cH:32][cH:33]3)[cH:25][cH:26]2)[c:6]([C:7](=[O:8])[NH:9][c:10]2[n:11][cH:12][c:13]([Cl:16])[cH:14][cH:15]2)[cH:17]1. The reactants are CC1(OC2=CC=C(C=C2CC1)C(=O)O)C (2,2-Dimethyl-chroman-6-carboxylic acid), NC1=CC=C2CC(C(NC2=C1)=O)CO (7-amino-3-hydroxymethyl-3,4-dihydro-1H-quinolin-2-one). The product is OCC1C(NC2=CC(=CC=C2C1)NC(=O)C=1C=C2CCC(OC2=CC1)(C)C)=O (2,2-Dimethyl-chroman-6-carboxylic acid (3-hydroxymethyl-2-oxo-1,2,3,4-tetrahydro-quinolin-7-yl)-amide). Reaction SMILES: [CH3:1][C:2]1([CH3:15])[CH2:11][CH2:10][C:9]2[C:4](=[CH:5][CH:6]=[C:7]([C:12]([OH:14])=O)[CH:8]=2)[O:3]1.[NH2:16][C:17]1[CH:26]=[C:25]2[C:20]([CH2:21][CH:22]([CH2:28][OH:29])[C:23](=[O:27])[NH:24]2)=[CH:19][CH:18]=1>>[OH:29][CH2:28][CH:22]1[CH2:21][C:20]2[C:25](=[CH:26][C:17]([NH:16][C:12]([C:7]3[CH:8]=[C:9]4[C:4](=[CH:5][CH:6]=3)[O:3][C:2]([CH3:1])([CH3:15])[CH2:11][CH2:10]4)=[O:14])=[CH:18][CH:19]=2)[NH:24][C:23]1=[O:27]. Procedure: This material was prepared analogous to the procedures described for Example 2, steps (a-b). 2,2-Dimethyl-chroman-6-carboxylic acid (90 mg, 0.4 mmol, Maybridge) and 7-amino-3-hydroxymethyl-3,4-dihydro-1H-quinolin-2-one (85 mg, 0.44 mmol, prepared according to the procedure described in WO03049702) provided the title compound as an off-white amorphous solid. MS (ESI, pos. ion) m/z: 381 (M+1).